This data is from the Open Reaction Database (ORD), a public repository of structured organic reaction records. The task is: describe an organic reaction: reactants, conditions, products, and yield Reactants: FC(C=1C=C(C=C(C1)C(F)(F)F)[C@@H]1[C@@H](N(C(O1)=O)CC=1C=C2CN(CC2=CC1C1=C(C=C(C(=C1)C(C)C)F)OC)C(=O)OCC1=CC=CC=C1)C)(F)F (benzyl 5-({(4S,5R)-5-[3,5-bis(trifluoromethyl)phenyl]-4-methyl-2-oxo-1,3-oxazolidin-3-yl}methyl)-6-(4-fluoro-5-isopropyl-2-methoxyphenyl)-1,3-dihydro-2H-isoindole-2-carboxylate). The reagents and catalysts are [Pd] (Pd/C). The solvent is CC(=O)O (AcOH). Conditions: time 2 hour. Yields the product FC(C=1C=C(C=C(C1)C(F)(F)F)[C@@H]1[C@@H](N(C(O1)=O)CC=1C=C2CNCC2=CC1C1=C(C=C(C(=C1)C(C)C)F)OC)C)(F)F ((4S,5R)-5-[3,5-bis(trifluoromethyl)phenyl]-3-{[6-(4-fluoro-5-isopropyl-2-methoxyphenyl)-2,3-dihydro-1H-isoindol-5-yl]methyl}-4-methyl-1,3-oxazolidin-2-one). As a reaction SMILES: [F:1][C:2]([F:53])([F:52])[C:3]1[CH:4]=[C:5]([C@H:13]2[O:17][C:16](=[O:18])[N:15]([CH2:19][C:20]3[CH:21]=[C:22]4[C:26](=[CH:27][C:28]=3[C:29]3[CH:34]=[C:33]([CH:35]([CH3:37])[CH3:36])[C:32]([F:38])=[CH:31][C:30]=3[O:39][CH3:40])[CH2:25][N:24](C(OCC3C=CC=CC=3)=O)[CH2:23]4)[C@H:14]2[CH3:51])[CH:6]=[C:7]([C:9]([F:12])([F:11])[F:10])[CH:8]=1>CC(O)=O.[Pd]>[F:12][C:9]([F:10])([F:11])[C:7]1[CH:6]=[C:5]([C@H:13]2[O:17][C:16](=[O:18])[N:15]([CH2:19][C:20]3[CH:21]=[C:22]4[C:26](=[CH:27][C:28]=3[C:29]3[CH:34]=[C:33]([CH:35]([CH3:36])[CH3:37])[C:32]([F:38])=[CH:31][C:30]=3[O:39][CH3:40])[CH2:25][NH:24][CH2:23]4)[C@H:14]2[CH3:51])[CH:4]=[C:3]([C:2]([F:1])([F:52])[F:53])[CH:8]=1. Procedure: To a solution of benzyl 5-({(4S,5R)-5-[3,5-bis(trifluoromethyl)phenyl]-4-methyl-2-oxo-1,3-oxazolidin-3-yl}methyl)-6-(4-fluoro-5-isopropyl-2-methoxyphenyl)-1,3-dihydro-2H-isoindole-2-carboxylate (12 mg, 0.016 mmol) in AcOH (0.5 mL) was added a catalytic amount of Pd/C (10%). The mixture was stirred at room temperature under a H2 atmosphere for 2 h. The reaction mixture was filtered through Celite and the filtrate was adjusted to basic pH with sat. aq. NaHCO3. The aqueous layer was extracted with ... Reactants: CCN=C=NCCCN(C)C, COCC(=O)O, CN(C)C=O, Cl, CCOC(=O)C=Cc1ccc(N)cc1, O, On1nnc2ccccc21. The product is CCOC(=O)C=Cc1ccc(NC(=O)COC)cc1. As a reaction SMILES: [CH2:22]([N:23]=[C:24]=[N:25][CH2:26][CH2:27][CH2:28][N:29]([CH3:30])[CH3:31])[CH3:32].[CH3:15][O:16][CH2:17][C:18](=[O:19])[OH:20].[CH3:43][N:44]([CH3:45])[CH:46]=[O:47].[ClH:21].[NH2:1][c:2]1[cH:3][cH:4][c:5]([CH:6]=[CH:7][C:8](=[O:9])[O:10][CH2:11][CH3:12])[cH:13][cH:14]1.[OH2:48].[OH:33][n:34]1[c:35]2[cH:36][cH:37][cH:38][cH:39][c:40]2[n:41][n:42]1>>[NH:1]([c:2]1[cH:3][cH:4][c:5]([CH:6]=[CH:7][C:8](=[O:9])[O:10][CH2:11][CH3:12])[cH:13][cH:14]1)[C:18]([CH2:17][O:16][CH3:15])=[O:19]. Reactants: CC(C)(C)OC(=O)N1CCN(Cc2ccc(N)cc2C(F)(F)F)CC1, CCN(C(C)C)C(C)C, O=C(Cl)c1cccc2cc(Oc3cc(Cl)ncn3)ccc12, ClCCl, O. Yields the product CC(C)(C)OC(=O)N1CCN(Cc2ccc(NC(=O)c3cccc4cc(Oc5cc(Cl)ncn5)ccc34)cc2C(F)(F)F)CC1. Reaction SMILES: [C:22]([CH3:23])([CH3:24])([CH3:25])[O:26][C:27](=[O:28])[N:29]1[CH2:30][CH2:31][N:32]([CH2:35][c:36]2[c:37]([C:43]([F:44])([F:45])[F:46])[cH:38][c:39]([NH2:42])[cH:40][cH:41]2)[CH2:33][CH2:34]1.[CH:47]([N:48]([CH:49]([CH3:50])[CH3:51])[CH2:52][CH3:53])([CH3:54])[CH3:55].[Cl:1][c:2]1[cH:3][c:4]([O:8][c:9]2[cH:10][c:11]3[cH:12][cH:13][cH:14][c:15]([C:19](=[O:20])[Cl:21])[c:16]3[cH:17][cH:18]2)[n:5][cH:6][n:7]1.[Cl:57][CH2:58][Cl:59].[OH2:56]>>[Cl:1][c:2]1[cH:3][c:4]([O:8][c:9]2[cH:10][c:11]3[cH:12][cH:13][cH:14][c:15]([C:19](=[O:20])[NH:42][c:39]4[cH:38][c:37]([C:43]([F:44])([F:45])[F:46])[c:36]([CH2:35][N:32]5[CH2:31][CH2:30][N:29]([C:27]([O:26][C:22]([CH3:23])([CH3:24])[CH3:25])=[O:28])[CH2:34][CH2:33]5)[cH:41][cH:40]4)[c:16]3[cH:17][cH:18]2)[n:5][cH:6][n:7]1. Product: C(C1=CC=CC=C1)C1=C(C=C(CN(C)C)C=C1S(N)(=O)=O)NCCCC ((4-Benzyl-3-n-butylamino-5 -sulfamylbenzyl)dimethylamine). Run in O (water). Run at time 24 hour. Procedure: A mixture of (3-amino-4-benzyl-5-sulfamylbenzyl)dimethylamine dihydrochloride hemihydrate (4.0 g; dried in vacuo at 78° C. for 16 hours; prepared as described in Example 209), n-butyl iodide (1.9 g), sodium hydrogen carbonate (5.0 g) and hexamethylphosphoric triamide (20 ml) is stirred at 22°-25° C. for 24 hours, and is then diluted with water (200 ml) to precipitate crude (4-benzyl-3-n-butylamino-5-sulfamylbenzyl)dimethylamine. After filtration and recrystallization from ethanol it is obtained ... Starting materials: O.Cl.Cl.NC=1C=C(CN(C)C)C=C(C1CC1=CC=CC=C1)S(N)(=O)=O.NC=1C=C(CN(C)C)C=C(C1CC1=CC=CC=C1)S(N)(=O)=O.Cl.Cl ((3-amino-4-benzyl-5-sulfamylbenzyl)dimethylamine dihydrochloride hemihydrate), C(CCC)I (n-butyl iodide), C(O)([O-])=O.[Na+] (sodium hydrogen carbonate), CN(P(N(C)C)(N(C)C)=O)C (hexamethylphosphoric triamide). RXN SMILES: O.Cl.Cl.[NH2:4][C:5]1[CH:6]=[C:7]([CH:12]=[C:13]([S:22](=[O:25])(=[O:24])[NH2:23])[C:14]=1[CH2:15][C:16]1[CH:21]=[CH:20][CH:19]=[CH:18][CH:17]=1)[CH2:8][N:9]([CH3:11])[CH3:10].N[C:27]1[CH:28]=C(C=[C:35](S(=O)(=O)N)[C:36]=1CC1C=CC=CC=1)CN(C)C.Cl.Cl.C(I)CCC.C(=O)([O-])O.[Na+].CN(C)P(=O)(N(C)C)N(C)C>O>[CH2:15]([C:14]1[C:13]([S:22](=[O:25])(=[O:24])[NH2:23])=[CH:12][C:7]([CH2:8][N:9]([CH3:10])[CH3:11])=[CH:6][C:5]=1[NH:4][CH2:28][CH2:27][CH2:36][CH3:35])[C:16]1[CH:21]=[CH:20][CH:19]=[CH:18][CH:17]=1 |f:0.1.2.3.4.5.6,8.9|. The reactants are C(C1=CC=CC=C1)ON1[C@@H]2CC[C@H](N(C1=O)C2)C(=O)NO[C@@H]2CN(CCC2)C(=O)OC(C)(C)C (tert-Butyl (3S)-3-[({[(2S,5R)-6-(benzyloxy)-7-oxo-1,6-diazabicyclo[3.2.1]oct-2-yl]carbonyl}amino)oxy]piperidine-1-carboxylate), [H][H] (hydrogen). The reagents and catalysts are [Pd] (Pd/C). Solvent: CO (methanol). Yields the product ON1[C@@H]2CC[C@H](N(C1=O)C2)C(=O)NO[C@@H]2CN(CCC2)C(=O)OC(C)(C)C (tert-Butyl (3S)-3-[({[(2S,5R)-6-hydroxy-7-oxo-1,6-diazabicyclo[3.2.1]oct-2-yl]carbonyl}amino)oxy]piperidine-1-carboxylate). Isolated yield 97.0%. Reaction SMILES: C([O:8][N:9]1[C:15](=[O:16])[N:14]2[CH2:17][C@H:10]1[CH2:11][CH2:12][C@H:13]2[C:18]([NH:20][O:21][C@H:22]1[CH2:27][CH2:26][CH2:25][N:24]([C:28]([O:30][C:31]([CH3:34])([CH3:33])[CH3:32])=[O:29])[CH2:23]1)=[O:19])C1C=CC=CC=1.[H][H]>CO.[Pd]>[OH:8][N:9]1[C:15](=[O:16])[N:14]2[CH2:17][C@H:10]1[CH2:11][CH2:12][C@H:13]2[C:18]([NH:20][O:21][C@H:22]1[CH2:27][CH2:26][CH2:25][N:24]([C:28]([O:30][C:31]([CH3:34])([CH3:33])[CH3:32])=[O:29])[CH2:23]1)=[O:19]. Procedure details: To a solution of tert-butyl (3S)-3-[({[(2S,5R)-6-(benzyloxy)-7-oxo-1,6-diazabicyclo[3.2.1]oct-2-yl]carbonyl}amino)oxy]piperidine-1-carboxylate 17 (0.28 g, 0.59 mml) in methanol (20 mL) was added 5% Pd/C (0.25 g). The mixture was hydrogenated at 35 psi hydrogen atmosphere at room temperature for 1 h. The catalyst was filtered out through Celite, and the filtrate was evaporated to give tert-butyl (3S)-3-[({[(2S,5R)-6-hydroxy-7-oxo-1,6-diazabicyclo[3.2.1]oct-2-yl]carbonyl}amino)oxy]piperidine-1-car... The reactants are O (H2O), COC(N(CC1=C(C=CC(=C1)C(F)(F)F)C1=C(C=CC(=C1)C(C)C)OC)CC1=CC(=CC(=C1)C(F)(F)F)N)=O (methyl[3-amino-5-(trifluoromethyl)benzyl]{[5′-isopropyl-2′-methoxy-4-(trifluoromethyl)biphenyl-2-yl]methyl}carbamate), CS(=O)(=O)Cl (methanesulfonyl chloride), C(C)(C)N(C(C)C)CC (N,N-diisopropylethylamine). Run in C(Cl)Cl (CH2Cl2). The product is COC(N(CC1=CC(=CC(=C1)C(F)(F)F)NS(=O)(=O)C)CC1=C(C=CC(=C1)C(F)(F)F)C1=C(C=CC(=C1)C(C)C)OC)=O (methyl{[5′-isopropyl-2′-methoxy-4-(trifluoromethyl)biphenyl-2-yl]methyl}[3-[(methylsulfonyl)amino]-5-(trifluoromethyl)benzyl]carbamate). RXN SMILES: [CH3:1][O:2][C:3](=[O:39])[N:4]([CH2:27][C:28]1[CH:33]=[C:32]([C:34]([F:37])([F:36])[F:35])[CH:31]=[C:30]([NH2:38])[CH:29]=1)[CH2:5][C:6]1[CH:11]=[C:10]([C:12]([F:15])([F:14])[F:13])[CH:9]=[CH:8][C:7]=1[C:16]1[CH:21]=[C:20]([CH:22]([CH3:24])[CH3:23])[CH:19]=[CH:18][C:17]=1[O:25][CH3:26].[CH3:40][S:41](Cl)(=[O:43])=[O:42].C(N(CC)C(C)C)(C)C.O>C(Cl)Cl>[CH3:1][O:2][C:3](=[O:39])[N:4]([CH2:5][C:6]1[CH:11]=[C:10]([C:12]([F:15])([F:14])[F:13])[CH:9]=[CH:8][C:7]=1[C:16]1[CH:21]=[C:20]([CH:22]([CH3:24])[CH3:23])[CH:19]=[CH:18][C:17]=1[O:25][CH3:26])[CH2:27][C:28]1[CH:33]=[C:32]([C:34]([F:37])([F:36])[F:35])[CH:31]=[C:30]([NH:38][S:41]([CH3:40])(=[O:43])=[O:42])[CH:29]=1. Procedure: To a solution of methyl[3-amino-5-(trifluoromethyl)benzyl]{[5′-isopropyl-2′-methoxy-4-(trifluoromethyl)biphenyl-2-yl]methyl}carbamate (8 mg, 0.014 mmol) (Example 33) and methanesulfonyl chloride (3.3 μL, 0.043 mmol) in CH2Cl2 (1 mL) was added N,N-diisopropylethylamine (15 μL, 0.086 mmol). The reaction was stirred at room temperature for thirty minutes and then was poured into H2O (10 mL). The mixture was extracted with EtOAc (50 μL), and the organic extracts were washed with brine (10 mL), dried... Starting materials: CC=1N(C=C(C1)C(C)=O)S(=O)(=O)C1=CC=CC=C1 (1-(2-methyl-1-phenylsulfonyl-pyrrol-4-yl)-1-ethanone), BrBr (bromine). The solvent is C(Cl)(Cl)Cl (chloroform), C(Cl)(Cl)Cl (chloroform). Conditions: temperature -10 celsius, time 0.5 hour. The product is CC=1N(C=C(C1)C(CBr)=O)S(=O)(=O)C1=CC=CC=C1 (1-(2-Methyl-1-phenylsulfonylpyrrol-4-yl)-2-bromoethanone). Yield: 58.4%. Reaction SMILES: [CH3:1][C:2]1[N:3]([S:10]([C:13]2[CH:18]=[CH:17][CH:16]=[CH:15][CH:14]=2)(=[O:12])=[O:11])[CH:4]=[C:5]([C:7](=[O:9])[CH3:8])[CH:6]=1.[Br:19]Br>C(Cl)(Cl)Cl>[CH3:1][C:2]1[N:3]([S:10]([C:13]2[CH:18]=[CH:17][CH:16]=[CH:15][CH:14]=2)(=[O:11])=[O:12])[CH:4]=[C:5]([C:7](=[O:9])[CH2:8][Br:19])[CH:6]=1. Reported procedure: A solution of 13.3 g (50 mmole) of 1-(2-methyl-1-phenylsulfonyl-pyrrol-4-yl)-1-ethanone in 320 ml of chloroform was stirred at -10° C. and a solution of 2.56 ml (8.0 g, 50 mmole) of bromine in 40 ml of chloroform was added dropwise over six hours. After the addition was completed, the mixture was stirred at -10° C. for 0.5 hours, then allowed to warm to room temperature. The mixture was concentrated, and the residue was chromatographed over silica gel using 1:1:0.1 hexane/toluene/ethyl acetate a...